Dataset: the Open Reaction Database (ORD), a public repository of structured organic reaction records. Task: describe an organic reaction: reactants, conditions, products, and yield The reactants are BrC=1C=NC=C(C(=O)OC)C1 (Methyl 5-bromonicotinate), FC(C=1C=C(C=CC1)B(O)O)(F)F (3-trifluoromethylbenzeneboronic acid), [O-]P(=O)([O-])[O-].[K+].[K+].[K+] (K3PO4), O (water). The reagents and catalysts are C=1C=CC(=CC1)[P](C=2C=CC=CC2)(C=3C=CC=CC3)[Pd]([P](C=4C=CC=CC4)(C=5C=CC=CC5)C=6C=CC=CC6)([P](C=7C=CC=CC7)(C=8C=CC=CC8)C=9C=CC=CC9)[P](C=1C=CC=CC1)(C=1C=CC=CC1)C=1C=CC=CC1 (Pd(PPh3)4). The solvent is O1CCOCC1 (dioxane), CCOC(=O)C (EtOAc). Run at temperature 100 celsius, time 6 hour. Product: FC(C=1C=C(C=CC1)C=1C=NC=C(C(=O)OC)C1)(F)F (methyl 5-[3-(trifluoromethyl)phenyl]nicotinate). The yield is 86.8%. As a reaction SMILES: Br[C:2]1[CH:3]=[N:4][CH:5]=[C:6]([CH:11]=1)[C:7]([O:9][CH3:10])=[O:8].[F:12][C:13]([F:24])([F:23])[C:14]1[CH:15]=[C:16](B(O)O)[CH:17]=[CH:18][CH:19]=1.[O-]P([O-])([O-])=O.[K+].[K+].[K+].O>O1CCOCC1.CCOC(C)=O.C1C=CC([P]([Pd]([P](C2C=CC=CC=2)(C2C=CC=CC=2)C2C=CC=CC=2)([P](C2C=CC=CC=2)(C2C=CC=CC=2)C2C=CC=CC=2)[P](C2C=CC=CC=2)(C2C=CC=CC=2)C2C=CC=CC=2)(C2C=CC=CC=2)C2C=CC=CC=2)=CC=1>[F:12][C:13]([F:24])([F:23])[C:14]1[CH:19]=[C:18]([C:2]2[CH:3]=[N:4][CH:5]=[C:6]([CH:11]=2)[C:7]([O:9][CH3:10])=[O:8])[CH:17]=[CH:16][CH:15]=1 |f:2.3.4.5,^1:49,51,70,89|. Reported procedure: Methyl 5-bromonicotinate (168.2 mg), 3-trifluoromethylbenzeneboronic acid (165.6 mg), K3PO4 (378.5 mg) and Pd(PPh3)4 (92.2 mg) was mixed in dioxane (5 ml). To the suspension was added water (0.25 ml). And the mixture was heated to 100° C. under stirring. After 6 hours, the mixture was cooled to room temperature and was diluted with EtOAc. The insoluble material was filtered off and washed with EtOAc. The filtrate was poured into saturated aqueous solution of NaHCO3 and extracted with EtOAc. The ... The reactants are FC1=CC=C(C=C1)N1N=CC=2C1=CN=NC2O (1-(4-fluorophenyl)-1H-pyrazolo[3,4-d]pyridazin-4-ol), O=P(Cl)(Cl)Cl (POCl3), C([O-])(O)=O.[Na+] (sodium bicarbonate). Solvent: CCOC(=O)C (EtOAc). Run at temperature 100 celsius, time 4 hour. Product: ClC1=C2C(=CN=N1)N(N=C2)C2=CC=C(C=C2)F (4-chloro-1-(4-fluorophenyl)-1H-pyrazolo[3,4-d]pyridazine). RXN SMILES: [F:1][C:2]1[CH:7]=[CH:6][C:5]([N:8]2[C:12]3=[CH:13][N:14]=[N:15][C:16](O)=[C:11]3[CH:10]=[N:9]2)=[CH:4][CH:3]=1.O=P(Cl)(Cl)[Cl:20].C(=O)(O)[O-].[Na+]>CCOC(C)=O>[Cl:20][C:16]1[N:15]=[N:14][CH:13]=[C:12]2[N:8]([C:5]3[CH:6]=[CH:7][C:2]([F:1])=[CH:3][CH:4]=3)[N:9]=[CH:10][C:11]=12 |f:2.3|. Procedure details: A mixture of 1-(4-fluorophenyl)-1H-pyrazolo[3,4-d]pyridazin-4-ol (1.30 g, 5.65 mmol), and POCl3 (25 mL) is warmed at 100° C. After 4 hours, the reaction mixture is cooled to room temperature and added dropwise to ice cold water, followed by periodic addition of crushed ice to control the exotherm. To the aqueous solution is added EtOAc and the mixture is neutralized with sodium bicarbonate. The organic layer is separated and the aqueous layer is extracted with EtOAc (3×50 mL). The combined organ... Reactants: CC(C)(C)c1ccc2oc(-c3ccncc3OCc3ccccc3)nc2c1, CC(=O)O, [H][H]. Yields the product CC(C)(C)c1ccc2oc(-c3ccncc3O)nc2c1. RXN SMILES: [CH2:1]([c:2]1[cH:3][cH:4][cH:5][cH:6][cH:7]1)[O:8][c:9]1[cH:10][n:11][cH:12][cH:13][c:14]1-[c:15]1[o:16][c:17]2[c:18]([n:19]1)[cH:20][c:21]([C:24]([CH3:25])([CH3:26])[CH3:27])[cH:22][cH:23]2.[CH3:30][C:31](=[O:32])[OH:33].[H:28][H:29]>>[OH:8][c:9]1[cH:10][n:11][cH:12][cH:13][c:14]1-[c:15]1[o:16][c:17]2[c:18]([n:19]1)[cH:20][c:21]([C:24]([CH3:25])([CH3:26])[CH3:27])[cH:22][cH:23]2. Reactants: C1CCOC1, CO, Cl, [Na+], COC(=O)c1ccc(-c2cccc(COc3ccc(Cn4oc(=O)[nH]c4=O)cc3)c2)cc1, [OH-]. Yields the product O=C(O)c1ccc(-c2cccc(COc3ccc(Cn4oc(=O)[nH]c4=O)cc3)c2)cc1. Reaction SMILES: [CH2:38]1[O:39][CH2:40][CH2:41][CH2:42]1.[CH3:35][OH:36].[ClH:37].[Na+:2].[O:3]=[c:4]1[n:5]([CH2:10][c:11]2[cH:12][cH:13][c:14]([O:15][CH2:16][c:17]3[cH:18][c:19](-[c:23]4[cH:24][cH:25][c:26]([C:29](=[O:30])[O:31][CH3:32])[cH:27][cH:28]4)[cH:20][cH:21][cH:22]3)[cH:33][cH:34]2)[o:6][c:7](=[O:9])[nH:8]1.[OH-:1]>>[O:3]=[c:4]1[n:5]([CH2:10][c:11]2[cH:12][cH:13][c:14]([O:15][CH2:16][c:17]3[cH:18][c:19](-[c:23]4[cH:24][cH:25][c:26]([C:29](=[O:30])[OH:31])[cH:27][cH:28]4)[cH:20][cH:21][cH:22]3)[cH:33][cH:34]2)[o:6][c:7](=[O:9])[nH:8]1. Starting materials: C(C1=CC=CC=C1)(=O)N1CCC(CC1)O (1-benzoyl-4-hydroxypiperidine), C=C1CC(=O)O1 (diketene). Product: C(C1=CC=CC=C1)(=O)N1CCC(CC1)OC(CC(=O)C)=O (acetoacetic acid-N-benzoyl-4-piperidinyl ester). Reaction SMILES: [C:1]([N:9]1[CH2:14][CH2:13][CH:12]([OH:15])[CH2:11][CH2:10]1)(=[O:8])[C:2]1[CH:7]=[CH:6][CH:5]=[CH:4][CH:3]=1.[CH2:16]=[C:17]1[O:21][C:19](=[O:20])[CH2:18]1>>[C:1]([N:9]1[CH2:14][CH2:13][CH:12]([O:15][C:19](=[O:20])[CH2:18][C:17]([CH3:16])=[O:21])[CH2:11][CH2:10]1)(=[O:8])[C:2]1[CH:3]=[CH:4][CH:5]=[CH:6][CH:7]=1. Reported procedure: Then, 8.16 g of the 1-benzoyl-4-hydroxypiperidine and 3.53 g of diketene were reacted similarly as in Reference Example 1, and the reaction mixture was concentrated to obtain 12.0 g of almost pure oily acetoacetic acid-N-benzoyl-4-piperidinyl ester on thin layer chromatography. This was used directly in the reaction of Example 3. The reactants are NC(Cc1ccccc1)C(=O)Nc1ccc(Br)cc1, CN(C)C=O, CCN(C(C)C)C(C)C, BrCCOCCBr, O. Yields the product O=C(Nc1ccc(Br)cc1)C(Cc1ccccc1)N1CCOCC1. Reaction SMILES: [Br:1][c:2]1[cH:3][cH:4][c:5]([NH:8][C:9]([CH:10]([NH2:11])[CH2:12][c:13]2[cH:14][cH:15][cH:16][cH:17][cH:18]2)=[O:19])[cH:6][cH:7]1.[CH3:37][N:38]([CH3:39])[CH:40]=[O:41].[CH:27]([N:28]([CH:29]([CH3:30])[CH3:31])[CH2:32][CH3:33])([CH3:34])[CH3:35].[O:20]([CH2:21][CH2:22][Br:26])[CH2:24][CH2:25][Br:23].[OH2:36]>>[Br:1][c:2]1[cH:3][cH:4][c:5]([NH:8][C:9]([CH:10]([N:11]2[CH2:22][CH2:21][O:20][CH2:24][CH2:25]2)[CH2:12][c:13]2[cH:14][cH:15][cH:16][cH:17][cH:18]2)=[O:19])[cH:6][cH:7]1. The reactants are CO (MeOH), O (water), [OH-].[Na+] (NaOH), FC1=CC2=C(N=C(S2)NC2=CC=C(C=C2)C2=CC(=C(C=C2)C(=O)OC)Cl)C=C1 (Methyl 4′-[(6-fluoro-1,3-benzothiazol-2-yl)amino]-3-chlorobiphenyl-4-carboxylate). Solvent: C1CCOC1 (THF). Run at temperature 50 celsius. Product: FC1=CC2=C(N=C(S2)NC2=CC=C(C=C2)C2=CC(=C(C=C2)C(=O)O)Cl)C=C1 (4′-[(6-fluoro-1,3-benzothiazol-2-yl)amino]-3-chlorobiphenyl-4-carboxylic Acid). RXN SMILES: [F:1][C:2]1[CH:28]=[CH:27][C:5]2[N:6]=[C:7]([NH:9][C:10]3[CH:15]=[CH:14][C:13]([C:16]4[CH:21]=[CH:20][C:19]([C:22]([O:24]C)=[O:23])=[C:18]([Cl:26])[CH:17]=4)=[CH:12][CH:11]=3)[S:8][C:4]=2[CH:3]=1.CO.O.[OH-].[Na+]>C1COCC1>[F:1][C:2]1[CH:28]=[CH:27][C:5]2[N:6]=[C:7]([NH:9][C:10]3[CH:15]=[CH:14][C:13]([C:16]4[CH:21]=[CH:20][C:19]([C:22]([OH:24])=[O:23])=[C:18]([Cl:26])[CH:17]=4)=[CH:12][CH:11]=3)[S:8][C:4]=2[CH:3]=1 |f:3.4|. Reported procedure: Methyl 4′-[(6-fluoro-1,3-benzothiazol-2-yl)amino]-3-chlorobiphenyl-4-carboxylate (0.30 g, 0.71 mmol) was suspended in THF (5 mL), MeOH (5 mL) and water (2.5 mL), and then NaOH (0.28 g, 7.1 mmol) was added. The reaction mixture was heated at 50° C. for 3 h. Upon cooling to rt, the reaction mixture was concentrated under reduced pressure, acidified, and the resulting solid was collected by filtration. This yielded 0.34 g (quantitative) of the title compound. LC/MS m/z 399.2 (MH+), retention time 3... Starting materials: ( 5/2,M ), Cl.ClC=1C=NC(NC1)=O (5-chloropyrimidin-2-one hydrochloride), ClCSC1=CC=C(C=C1)OC (1-chloromethylthio-4-methoxy benzene), ( 100/33 ), [K+].[Br-] (KBr). Solvent: CO (MeOH), CO (methanol). Run at time 2 hour. Yields the product COC1=CC=C(C=C1)SCN1C(N=CC(=C1)Cl)=O (1-(4-Methoxyphenylsulphenyl)methyl-5-chloropyrimidin-2-one). Reaction SMILES: Cl.[Cl:2][C:3]1[CH:4]=[N:5][C:6](=[O:9])[NH:7][CH:8]=1.Cl[CH2:11][S:12][C:13]1[CH:18]=[CH:17][C:16]([O:19][CH3:20])=[CH:15][CH:14]=1.[K+].[Br-]>CO>[CH3:20][O:19][C:16]1[CH:17]=[CH:18][C:13]([S:12][CH2:11][N:5]2[CH:4]=[C:3]([Cl:2])[CH:8]=[N:7][C:6]2=[O:9])=[CH:14][CH:15]=1 |f:0.1,3.4|. Reported procedure: The title compound was prepared from 5-chloropyrimidin-2-one hydrochloride (10 mmol) and 1-chloromethylthio-4-methoxy benzene [see Preparation 1] (10 mmol) in a manner similar to that described in Example 2. The reaction time was 2 h. Yield: 2.46 g (87%) of the N- and O-isomers in the ratio 7:5. The N-isomer was isolated by its lower solubility in methanol; m.p. 140° C. (MeOH). (Found C41.23; H4.00 Calc. for C12H11ClN2O2S: C50.97; H3.93) 1H NMR (DMSO-d6): δ 3.77 (OMe), 5.12 (CH2), 6.8-7.4 (Ph), ... Reactants: Cl.C(=O)(O)C1=NC=CC(=C1)COC(=O)C=1N(C(C2=CC=C(C=C2C1C1=CC=CC=C1)Br)=O)CC1=CC=CC=C1 (2-benzyl-6-bromo-1-oxo-4-phenyl-1,2-dihydroisoquinoline-3-carboxylic acid 2-carboxypyridin-4-ylmethyl ester hydrochloride), S(O)(O)(=O)=O (sulfuric acid), CO (methanol). The product is COC(=O)C1=NC=CC(=C1)COC(=O)C=1N(C(C2=CC=C(C=C2C1C1=CC=CC=C1)Br)=O)CC1=CC=CC=C1 (2-benzyl-6-bromo-1-oxo-4-phenyl-1,2-dihydroisoquinoline-3-carboxylic acid 2-methoxycarbonylpyridin-4-ylmethyl ester). Reaction SMILES: Cl.[C:2]([C:5]1[CH:10]=[C:9]([CH2:11][O:12][C:13]([C:15]2[N:16]([CH2:33][C:34]3[CH:39]=[CH:38][CH:37]=[CH:36][CH:35]=3)[C:17](=[O:32])[C:18]3[C:23]([C:24]=2[C:25]2[CH:30]=[CH:29][CH:28]=[CH:27][CH:26]=2)=[CH:22][C:21]([Br:31])=[CH:20][CH:19]=3)=[O:14])[CH:8]=[CH:7][N:6]=1)([OH:4])=[O:3].S(=O)(=O)(O)O.[CH3:45]O>>[CH3:45][O:3][C:2]([C:5]1[CH:10]=[C:9]([CH2:11][O:12][C:13]([C:15]2[N:16]([CH2:33][C:34]3[CH:39]=[CH:38][CH:37]=[CH:36][CH:35]=3)[C:17](=[O:32])[C:18]3[C:23]([C:24]=2[C:25]2[CH:30]=[CH:29][CH:28]=[CH:27][CH:26]=2)=[CH:22][C:21]([Br:31])=[CH:20][CH:19]=3)=[O:14])[CH:8]=[CH:7][N:6]=1)=[O:4] |f:0.1|. Procedure: To a solution (3.0 ml) of 2-benzyl-6-bromo-1-oxo-4-phenyl-1,2-dihydroisoquinoline-3-carboxylic acid 2-carboxypyridin-4-ylmethyl ester hydrochloride (120 mg) in methanol was added conc. sulfuric acid (0.3 ml) at 0° C. with stirring, and the mixture was stirred at 50° C. for 48 hrs. After cooling the mixture, the solvent was removed under reduced pressure. The residue was partitioned between ethyl acetate and saturated aqueous sodium hydrogen carbonate, and the organic layer was dried over magnesi...